Dataset: the Open Reaction Database (ORD), a public repository of structured organic reaction records. Task: describe an organic reaction: reactants, conditions, products, and yield The reactants are O=C([O-])[O-], CO, Clc1ccc2ccccc2n1, [K+], [K+], NCCCOc1cccc(CN2CCCCC2)c1, O. Yields the product c1cc(CN2CCCCC2)cc(OCCCNc2ccc3ccccc3n2)c1. Reaction SMILES: [C:30](=[O:31])([O-:32])[O-:33].[CH3:37][OH:38].[Cl:19][c:20]1[n:21][c:22]2[cH:23][cH:24][cH:25][cH:26][c:27]2[cH:28][cH:29]1.[K+:34].[K+:35].[N:1]1([CH2:7][c:8]2[cH:9][c:10]([O:11][CH2:12][CH2:13][CH2:14][NH2:15])[cH:16][cH:17][cH:18]2)[CH2:2][CH2:3][CH2:4][CH2:5][CH2:6]1.[OH2:36]>>[N:1]1([CH2:7][c:8]2[cH:9][c:10]([O:11][CH2:12][CH2:13][CH2:14][NH:15][c:20]3[n:21][c:22]4[cH:23][cH:24][cH:25][cH:26][c:27]4[cH:28][cH:29]3)[cH:16][cH:17][cH:18]2)[CH2:2][CH2:3][CH2:4][CH2:5][CH2:6]1. The reactants are C(#N)N=C(SC)NC=1C=C(C(=O)OC)C=CC1 (methyl 3-[[(cyanoimino)(methylthio)-methyl]amino]benzoate), [OH-].[NH4+] (ammonium hydroxide). The solvent is C(C)O (ethanol). Reaction conditions: time 8 hour. Product: NC(=NC#N)NC=1C=C(C(=O)OC)C=CC1 (methyl 3-[[amino(cyanoimino)methyl]-amino]benzoate). RXN SMILES: [C:1]([N:3]=[C:4]([NH:7][C:8]1[CH:9]=[C:10]([CH:15]=[CH:16][CH:17]=1)[C:11]([O:13][CH3:14])=[O:12])SC)#[N:2].[OH-].[NH4+:19]>C(O)C>[NH2:19][C:4]([NH:7][C:8]1[CH:9]=[C:10]([CH:15]=[CH:16][CH:17]=1)[C:11]([O:13][CH3:14])=[O:12])=[N:3][C:1]#[N:2] |f:1.2|. Procedure: A mixture of the compound from Example D (1.0 g) and ammonium hydroxide (2 ml) in ethanol (20 ml) was heated at 70° in a sealed tube for 3.5 hours. The reaction mixture was cooled to room temperature and reduced to half its volume. After standing overnight at room temperature a white solid was obtained, which was isolated by filtration and washed with methanol. This afforded the title compound (389 mg) as a white solid. The reactants are CC(=O)N(c1cccc(Br)c1)c1c(C#N)cnc2c(C)cc([N+](=O)[O-])cc12, O=C1CCC(=O)N1Br, O=C(OOC(=O)c1ccccc1)c1ccccc1, ClC(Cl)(Cl)Cl, ClCCl, [Na+], O=S([O-])O. Product: CC(=O)N(c1cccc(Br)c1)c1c(C#N)cnc2c(CBr)cc([N+](=O)[O-])cc12. As a reaction SMILES: [Br:1][c:2]1[cH:3][c:4]([N:8]([C:9]([CH3:10])=[O:11])[c:12]2[c:13]([C:26]#[N:27])[cH:14][n:15][c:16]3[c:17]([CH3:25])[cH:18][c:19]([N+:22](=[O:23])[O-:24])[cH:20][c:21]23)[cH:5][cH:6][cH:7]1.[Br:28][N:29]1[C:30](=[O:31])[CH2:32][CH2:33][C:34]1=[O:35].[C:36]([O:37][O:38][C:39](=[O:40])[c:41]1[cH:42][cH:43][cH:44][cH:45][cH:46]1)(=[O:47])[c:48]1[cH:49][cH:50][cH:51][cH:52][cH:53]1.[C:62]([Cl:63])([Cl:64])([Cl:65])[Cl:66].[CH2:59]([Cl:60])[Cl:61].[Na+:58].[S:54](=[O:55])([OH:56])[O-:57]>>[Br:1][c:2]1[cH:3][c:4]([N:8]([C:9]([CH3:10])=[O:11])[c:12]2[c:13]([C:26]#[N:27])[cH:14][n:15][c:16]3[c:17]([CH2:25][Br:28])[cH:18][c:19]([N+:22](=[O:23])[O-:24])[cH:20][c:21]23)[cH:5][cH:6][cH:7]1. Starting materials: CN(C)C=O (DMF), solution, C(C(=O)Cl)(=O)Cl (oxalyl chloride), COC1=CC=C2CC(SCC2=C1)C(=O)O (7-methoxy-isothiochroman-3-carboxylic acid). Run in C(Cl)Cl (CH2Cl2), C(Cl)Cl (CH2Cl2). Reaction conditions: time 3 hour. The product is COC1=CC=C2CC(SCC2=C1)C(=O)Cl (7-methoxy-isothiochroman-3-carbonyl chloride). Reaction SMILES: [C:1](Cl)(=O)[C:2]([Cl:4])=[O:3].[CH3:7][O:8][C:9]1[CH:18]=[C:17]2[C:12]([CH2:13]C(C(O)=O)[S:15][CH2:16]2)=[CH:11][CH:10]=1.CN(C=O)C>C(Cl)Cl>[CH3:7][O:8][C:9]1[CH:18]=[C:17]2[C:12]([CH2:13][CH:1]([C:2]([Cl:4])=[O:3])[S:15][CH2:16]2)=[CH:11][CH:10]=1. Procedure: A 2.0 M solution of oxalyl chloride (3.57 mL, 7.14 mmol) in CH2Cl2 was added under N2 to a solution of 7-methoxy-isothiochroman-3-carboxylic acid (0.80 g, 3.57 mmol) and a drop of DMF in CH2Cl2 (100 mL). The solution was allowed to stir at room temperature for 3 h and was concentrated under reduced pressure to provide 7-methoxy-isothiochroman-3-carbonyl chloride as a tan oil. The acid halide was used in the next step without further purification. Starting materials: CCN1CCCCC1, O=C(Nc1ccc(CCl)cc1)C1=Cc2cc(-c3ccccc3)ccc2CC1, CN(C)C=O. Product: CC[N+]1(Cc2ccc(NC(=O)C3=Cc4cc(-c5ccccc5)ccc4CC3)cc2)CCCCC1, [Cl-]. As a reaction SMILES: [CH3:28][CH2:29][N:30]1[CH2:31][CH2:32][CH2:33][CH2:34][CH2:35]1.[Cl:1][CH2:2][c:3]1[cH:4][cH:5][c:6]([NH:9][C:10](=[O:11])[C:12]2=[CH:13][c:14]3[cH:15][c:16](-[c:22]4[cH:23][cH:24][cH:25][cH:26][cH:27]4)[cH:17][cH:18][c:19]3[CH2:20][CH2:21]2)[cH:7][cH:8]1.[O:36]=[CH:37][N:38]([CH3:39])[CH3:40]>>[CH2:2]([c:3]1[cH:4][cH:5][c:6]([NH:9][C:10](=[O:11])[C:12]2=[CH:13][c:14]3[cH:15][c:16](-[c:22]4[cH:23][cH:24][cH:25][cH:26][cH:27]4)[cH:17][cH:18][c:19]3[CH2:20][CH2:21]2)[cH:7][cH:8]1)[N+:30]1([CH2:29][CH3:28])[CH2:31][CH2:32][CH2:33][CH2:34][CH2:35]1.[Cl-:1]. Reactants: C(C)(=O)OCCC(C)C1CC=C(CC1)C (acetic acid, 3-(4-methyl-3-cyclohexenyl)butyl ester), ClC1=CC(=CC=C1)C(=O)OO (m-chloroperbenzoic acid), acetic acid, 3-(3,4-epoxy-4-methylcyclohexyl) butyl ester. Run in C(Cl)Cl (methylene chloride). Yields the product C(C)(=O)OCCC(C)C1CC2C(CC1)(C)O2 (ACETIC ACID, 3-(3,4-EPOXY-4-METHYLCYCLOHEXYL)BUTYL ESTER). RXN SMILES: [C:1]([O:4][CH2:5][CH2:6][CH:7]([CH:9]1[CH2:14][CH2:13][C:12]([CH3:15])=[CH:11][CH2:10]1)[CH3:8])(=[O:3])[CH3:2].ClC1C=CC=C(C(OO)=[O:24])C=1>C(Cl)Cl>[C:1]([O:4][CH2:5][CH2:6][CH:7]([CH:9]1[CH2:14][CH2:13][C:12]2([O:24][CH:11]2[CH2:10]1)[CH3:15])[CH3:8])(=[O:3])[CH3:2]. Procedure details: The procedure of Example 1 was followed for the epoxidation of 4.2g (0.02 mole) of acetic acid, 3-(4-methyl-3-cyclohexenyl)butyl ester using 4.1g (0.02 mole) of 85% m-chloroperbenzoic acid in 150 ml of methylene chloride. Obtained was 4.1g of pure acetic acid, 3-(3,4-epoxy-4-methylcyclohexyl) butyl ester as a clear, colorless liquid. (See Table I). The reactants are COC(C(CC(C)C)C=1C=C(C=C(C1)O)C1=CC=C(C=C1)C(F)(F)F)=O (2-(5-Hydroxy-4′-trifluoromethyl-biphenyl-3-yl)-4-methyl-pentanoic acid methyl ester), ClC1=CC=C(C=C1)B(O)O (4-chlorobenzene boronic acid). Yields the product COC(C(CC(C)C)C=1C=C(C=C(C1)OC1=CC=C(C=C1)Cl)C1=CC=C(C=C1)C(F)(F)F)=O (2-[5-(4-Chloro-phenoxy)-4′-trifluoromethyl-biphenyl-3-yl]-4-methyl-pentanoic acid methyl ester). Yield: 35.0%. Reaction SMILES: [CH3:1][O:2][C:3](=[O:26])[CH:4]([C:9]1[CH:10]=[C:11]([C:16]2[CH:21]=[CH:20][C:19]([C:22]([F:25])([F:24])[F:23])=[CH:18][CH:17]=2)[CH:12]=[C:13]([OH:15])[CH:14]=1)[CH2:5][CH:6]([CH3:8])[CH3:7].[Cl:27][C:28]1[CH:33]=[CH:32][C:31](B(O)O)=[CH:30][CH:29]=1>>[CH3:1][O:2][C:3](=[O:26])[CH:4]([C:9]1[CH:10]=[C:11]([C:16]2[CH:17]=[CH:18][C:19]([C:22]([F:23])([F:25])[F:24])=[CH:20][CH:21]=2)[CH:12]=[C:13]([O:15][C:31]2[CH:32]=[CH:33][C:28]([Cl:27])=[CH:29][CH:30]=2)[CH:14]=1)[CH2:5][CH:6]([CH3:8])[CH3:7]. Reported procedure: The title compound was prepared in 35% yield from 2-(5-hydroxy-4′-trifluoromethyl-biphenyl-3-yl)-4-methyl-pentanoic acid methyl ester (prepared in Example 15, step (f)) and 4-chlorobenzene boronic acid under the conditions described in Example 15, step (g). Starting materials: yellow solid, C1(CC1)COC1=NC=CC=C1C1=NC2=C(N1CC1=CC=C(C=C1)CCC(=O)O)C=C(C(=C2)F)F (3-{4-[2-(2-Cyclopropylmethoxy-pyridin-3-yl)-5,6-difluoro-benzoimidazol-1-ylmethyl]-phenyl}-propionic acid), FC1=CC2=C(NC(=N2)C2=C(COC3=CC(=C(C#N)C=C3)F)C=CC=C2)C=C1F (4-[2-(5,6-difluoro-1H-benzoimidazol-2-yl)-benzyloxy]-2-fluoro-benzonitrile), BrCC1CCCCC1 (bromomethyl-cyclohexane). Yields the product C1(CCCCC1)CN1C(=NC2=C1C=C(C(=C2)F)F)C2=C(COC1=CC(=C(C#N)C=C1)F)C=CC=C2 (4-[2-(1-Cyclohexylmethyl-5,6-difluoro-1H-benzoimidazol-2-yl)-benzyloxy]-2-fluoro-benzonitrile). Reaction SMILES: C1(COC2C(C3N([CH2:17][C:18]4[CH:23]=[CH:22][C:21](CCC(O)=O)=[CH:20][CH:19]=4)C4C=C(F)C(F)=CC=4N=3)=CC=CN=2)CC1.[F:35][C:36]1[C:61]([F:62])=[CH:60][C:39]2[NH:40][C:41]([C:43]3[CH:59]=[CH:58][CH:57]=[CH:56][C:44]=3[CH2:45][O:46][C:47]3[CH:54]=[CH:53][C:50]([C:51]#[N:52])=[C:49]([F:55])[CH:48]=3)=[N:42][C:38]=2[CH:37]=1.BrCC1CCCCC1>>[CH:18]1([CH2:17][N:42]2[C:38]3[CH:37]=[C:36]([F:35])[C:61]([F:62])=[CH:60][C:39]=3[N:40]=[C:41]2[C:43]2[CH:59]=[CH:58][CH:57]=[CH:56][C:44]=2[CH2:45][O:46][C:47]2[CH:54]=[CH:53][C:50]([C:51]#[N:52])=[C:49]([F:55])[CH:48]=2)[CH2:23][CH2:22][CH2:21][CH2:20][CH2:19]1. Procedure: The title compound was prepared in analogy to Example 19, intermediate b, from 4-[2-(5,6-difluoro-1H-benzoimidazol-2-yl)-benzyloxy]-2-fluoro-benzonitrile and bromomethyl-cyclohexane (CAS Reg. No. 2550-36-9). Light yellow solid (58%). MS (Turbo Spray): m/z=476.1 (M+H).